From a dataset of the Open Reaction Database (ORD), a public repository of structured organic reaction records. describe an organic reaction: reactants, conditions, products, and yield Reactants: CN1C=C(C2=CC=C(C=C12)[N+](=O)[O-])C(C(=O)N1CCCC1)=O (1-(1-methyl-6-nitro-1H-indol-3-yl)-2-pyrrolidin-1-yl-ethane-1,2-dione), B.C1CCOC1 (BH3.THF). The solvent is C1CCOC1 (THF). Run at time 18 hour. Product: CN1C=C(C2=CC=C(C=C12)[N+](=O)[O-])CCN1CCCC1 (1-Methyl-6-nitro-3-(2-pyrrolidin-1-yl-ethyl)-1H-indole). Isolated yield 52.6%. As a reaction SMILES: [CH3:1][N:2]1[C:10]2[C:5](=[CH:6][CH:7]=[C:8]([N+:11]([O-:13])=[O:12])[CH:9]=2)[C:4]([C:14](=O)[C:15]([N:17]2[CH2:21][CH2:20][CH2:19][CH2:18]2)=O)=[CH:3]1.B.C1COCC1>C1COCC1>[CH3:1][N:2]1[C:10]2[C:5](=[CH:6][CH:7]=[C:8]([N+:11]([O-:13])=[O:12])[CH:9]=2)[C:4]([CH2:14][CH2:15][N:17]2[CH2:21][CH2:20][CH2:19][CH2:18]2)=[CH:3]1 |f:1.2|. Reported procedure: Treat a solution of 1-(1-methyl-6-nitro-1H-indol-3-yl)-2-pyrrolidin-1-yl-ethane-1,2-dione (5.0 g, 17.4 mmol) in THF (20 mL) with BH3.THF (70 mL of 1N in THF, 70 mmol) and stir at room temperature for 18 h. Concentrate the reaction mixture and add EtOH (100 mL) followed by 5N HCl (20 mL) and reflux for 6 h. Concentrate and dilute with 1N NaOH (100 mL). Extract with CH2Cl2 (2×), then extract with EtOAc (2×). Combine the organics, dry, and concentrate. Purify by flash chromatography using 0-10% 2N ... Reactants: F[B-](F)(F)F, COC(C)(C)C, CN1CCOCC1, CC#N, CCOC(C)=O, CC(C)(C)OC(=O)NCc1cc(Cl)ccc1-n1cnnn1, Cl, O=C(O)C1CC=NN1C(=O)C(O)c1ccc(F)cc1, [Na+], [OH-], O, CN(C)C(On1nnc2ccccc21)=[N+](C)C. Product: O=C(NCc1cc(Cl)ccc1-n1cnnn1)C1CC=NN1C(=O)C(O)c1ccc(F)cc1. RXN SMILES: [B-:51]([F:52])([F:53])([F:54])[F:55].[C:82]([O:83][CH3:84])([CH3:85])([CH3:86])[CH3:87].[CH3:44][N:45]1[CH2:46][CH2:47][O:48][CH2:49][CH2:50]1.[CH3:73][C:74]#[N:75].[CH3:76][CH2:77][O:78][C:79]([CH3:80])=[O:81].[Cl:1][c:2]1[cH:3][cH:4][c:5](-[n:17]2[n:18][n:19][n:20][cH:21]2)[c:6]([CH2:7][NH:8][C:9]([O:10][C:11]([CH3:12])([CH3:13])[CH3:14])=[O:15])[cH:16]1.[ClH:22].[F:25][c:26]1[cH:27][cH:28][c:29]([CH:32]([C:33](=[O:34])[N:35]2[N:36]=[CH:37][CH2:38][CH:39]2[C:40]([OH:41])=[O:42])[OH:43])[cH:30][cH:31]1.[Na+:24].[OH-:23].[OH2:88].[n:56]1([O:57][C:58]([N:59]([CH3:60])[CH3:61])=[N+:62]([CH3:63])[CH3:64])[c:65]2[cH:66][cH:67][cH:68][cH:69][c:70]2[n:71][n:72]1>>[Cl:1][c:2]1[cH:3][cH:4][c:5](-[n:17]2[n:18][n:19][n:20][cH:21]2)[c:6]([CH2:7][NH:8][C:9](=[O:15])[CH:39]2[N:35]([C:33]([CH:32]([c:29]3[cH:28][cH:27][c:26]([F:25])[cH:31][cH:30]3)[OH:43])=[O:34])[N:36]=[CH:37][CH2:38]2)[cH:16]1. Starting materials: C=O (paraformaldehyde), C(Cl)C1CO1 (epichlorohydrin), C(N1C(=O)NC(=O)C1(C)C)N1C(=O)NC(=O)C1(C)C (1,1'-methylene-bis[5,5-dimethylhydantoin]), CC1(C(NC(N1)=O)=O)C (5,5-dimethylhydantoin). Product: C(N1C(=O)N(C(=O)C1(C)C)CC1CO1)N1C(=O)N(C(=O)C1(C)C)CC1CO1 (1,1'-Methylene-bis[3-glycidyl-5,5-dimethylhydantoin]), C(N1C(=O)NC(=O)C1(C)C)N1C(=O)NC(=O)C1(C)C (1,1'-Methylene-bis[5,5-dimethylhydantoin]). RXN SMILES: [CH2:1]([CH:3]1[O:5][CH2:4]1)Cl.[CH2:6]([N:16]1[C:22]([CH3:24])([CH3:23])[C:20](=[O:21])[NH:19][C:17]1=[O:18])[N:7]1[C:13]([CH3:15])([CH3:14])[C:11](=[O:12])[NH:10][C:8]1=[O:9].C=O.[CH3:27][C:28]1(C)NC(=O)N[C:29]1=[O:34]>>[CH2:6]([N:7]1[C:13]([CH3:15])([CH3:14])[C:11](=[O:12])[N:10]([CH2:27][CH:28]2[O:34][CH2:29]2)[C:8]1=[O:9])[N:16]1[C:22]([CH3:24])([CH3:23])[C:20](=[O:21])[N:19]([CH2:1][CH:3]2[O:5][CH2:4]2)[C:17]1=[O:18].[CH2:6]([N:7]1[C:13]([CH3:15])([CH3:14])[C:11](=[O:12])[NH:10][C:8]1=[O:9])[N:16]1[C:22]([CH3:24])([CH3:23])[C:20](=[O:21])[NH:19][C:17]1=[O:18]. Reported procedure: 1,1'-Methylene-bis[3-glycidyl-5,5-dimethylhydantoin] is prepared by the reaction of epichlorohydrin and 1,1'-methylene-bis[5,5-dimethylhydantoin] according to Example 1 of U.S. Pat. No. 3,592,923. 1,1'-Methylene-bis[5,5-dimethylhydantoin] is prepared by the general procedure of Example I of U.S. Pat. No. 3,793,248 using paraformaldehyde and 5,5-dimethylhydantoin.